This data is from the Open Reaction Database (ORD), a public repository of structured organic reaction records. The task is: describe an organic reaction: reactants, conditions, products, and yield Reactants: CC1CN(Cc2ccccc2)CC(C)C1N(C)C, CO, [H][H], [OH-], [OH-], [Pd+2]. Yields the product CC1CNCC(C)C1N(C)C. Reaction SMILES: [CH2:1]([c:2]1[cH:3][cH:4][cH:5][cH:6][cH:7]1)[N:8]1[CH2:9][CH:10]([CH3:18])[CH:11]([N:15]([CH3:16])[CH3:17])[CH:12]([CH3:14])[CH2:13]1.[CH3:19][OH:20].[H:21][H:22].[OH-:23].[OH-:24].[Pd+2:25]>>[NH:8]1[CH2:9][CH:10]([CH3:18])[CH:11]([N:15]([CH3:16])[CH3:17])[CH:12]([CH3:14])[CH2:13]1. Starting materials: Br, COc1c(-c2cccc(C(=O)O)c2)cc(F)cc1[N+](=O)[O-]. The product is O=C(O)c1cccc(-c2cc(F)cc([N+](=O)[O-])c2O)c1. Reaction SMILES: [BrH:22].[F:1][c:2]1[cH:3][c:4]([N+:19](=[O:20])[O-:21])[c:5]([O:17][CH3:18])[c:6](-[c:8]2[cH:9][c:10]([C:14](=[O:15])[OH:16])[cH:11][cH:12][cH:13]2)[cH:7]1>>[F:1][c:2]1[cH:3][c:4]([N+:19](=[O:20])[O-:21])[c:5]([OH:17])[c:6](-[c:8]2[cH:9][c:10]([C:14](=[O:15])[OH:16])[cH:11][cH:12][cH:13]2)[cH:7]1.